Dataset: the Open Reaction Database (ORD), a public repository of structured organic reaction records. Task: describe an organic reaction: reactants, conditions, products, and yield Reactants: C(C)OC(=O)C1CCC(CC1)CC1=NC2=CC=CC=C2C(N1)=O (4-(4-oxo-3,4-dihydro-quinazolin-2-ylmethyl)-cyclohexanecarboxylic acid ethyl ester), [Li+].[OH-] (LiOH). Solvent: TBF. Run at temperature 65 celsius. Product: O=C1NC(=NC2=CC=CC=C12)CC1CCC(CC1)C(=O)O (4-(4-Oxo-3,4-dihydro-quinazolin-2-ylmethyl)-cyclohexanecarboxylic Acid). Reaction SMILES: C([O:3][C:4]([CH:6]1[CH2:11][CH2:10][CH:9]([CH2:12][C:13]2[NH:22][C:21](=[O:23])[C:20]3[C:15](=[CH:16][CH:17]=[CH:18][CH:19]=3)[N:14]=2)[CH2:8][CH2:7]1)=[O:5])C.[Li+].[OH-]>>[O:23]=[C:21]1[C:20]2[C:15](=[CH:16][CH:17]=[CH:18][CH:19]=2)[N:14]=[C:13]([CH2:12][CH:9]2[CH2:10][CH2:11][CH:6]([C:4]([OH:5])=[O:3])[CH2:7][CH2:8]2)[NH:22]1 |f:1.2|. Procedure details: The cis/trans mixture of 4-(4-oxo-3,4-dihydro-quinazolin-2-ylmethyl)-cyclohexanecarboxylic acid ethyl ester (Compound BBA) (1 g) was dissolved in a minimal amount of TBF (10 mL) and mixed with concentrated aqueous LiOH (5 mL). The resulting reaction mixture was stirred vigorously and heated at 65° C. for 3 h. After cooling and concentration, the reaction mixture was acidified to pH 4 with dilute HCl and concentrated to dryness: mass spectrum m/z 287 [(M+H)+; calcd for C16H18N3O3: 286]. Reactants: C(Cl)Cl (methylene chloride), [OH-].[Na+] (sodium hydroxide), ClC(=O)OCC (ethyl chloroformate), NC1CNC2=CC=CC=C2C1 (3(R,S)-amino-1,2,3,4-tetrahydroquinoline). The solvent is C1(=CC=CC=C1)C (toluene). The product is crude product, C(C)OC(=O)NC1CNC2=CC=CC=C2C1 (3(R,S)Ethoxycarbonylamino-1,2,3,4-tetrahydroquinoline). RXN SMILES: [OH-].[Na+].Cl[C:4]([O:6][CH2:7][CH3:8])=[O:5].[NH2:9][CH:10]1[CH2:19][C:18]2[C:13](=[CH:14][CH:15]=[CH:16][CH:17]=2)[NH:12][CH2:11]1.C(Cl)Cl>C1(C)C=CC=CC=1>[CH2:7]([O:6][C:4]([NH:9][CH:10]1[CH2:19][C:18]2[C:13](=[CH:14][CH:15]=[CH:16][CH:17]=2)[NH:12][CH2:11]1)=[O:5])[CH3:8] |f:0.1|. Procedure details: 10 ml of a 10% sodium hydroxide solution and 0.34 ml of ethyl chloroformate are added in succession to a solution of 0.5 g of 3(R,S)-amino-1,2,3,4-tetrahydroquinoline in 6 ml of toluene, while stirring vigorously, and when the addition has ended, the mixture is stirred for a further 5 min. Customary working up and chromatography of the crude product over 25 g of silica gel with methylene chloride as the mobile phase gives the title compound: Rf (P)=0.78; MS: M+ =220. Starting materials: COC(=O)c1nc2n(CC(=O)N3CC(C)CC(C)C3)cc(CSC)n2c(=O)c1O, O=C(OO)c1cccc(Cl)c1, ClCCl. Yields the product O=C(O)c1cccc(Cl)c1. As a reaction SMILES: [CH3:1][O:2][C:3]([c:4]1[n:5][c:6]2[n:7]([CH2:8][C:9]([N:10]3[CH2:11][CH:12]([CH3:13])[CH2:14][CH:15]([CH3:16])[CH2:17]3)=[O:18])[cH:19][c:20]([CH2:21][S:22][CH3:23])[n:24]2[c:25](=[O:26])[c:27]1[OH:28])=[O:29].[Cl:30][c:31]1[cH:32][c:33]([C:34](=[O:35])[O:36][OH:37])[cH:38][cH:39][cH:40]1.[Cl:41][CH2:42][Cl:43]>>[Cl:30][c:31]1[cH:32][c:33]([C:34](=[O:35])[OH:36])[cH:38][cH:39][cH:40]1. Reactants: cuprous iodide, C(CCC)SCCCC (dibutyl sulfide), BrC1=NC=CC=C1 (2-bromopyridine), C(#N)/C(/C(=O)N(CC1=C(C(=CC=C1)C)C)C1CC1)=C\C1=CC=C(C=C1)OCCOC1=C(C=C(C=C1Cl)C)Cl ((2E)-2-Cyano-N-cyclopropyl-3-{4-[2-(2,6-dichloro-4-methylphenoxy)ethoxy]phenyl}-N-(2,3-dimethylbenzyl)acrylamide), C(CCC)[Li] (n-butyl lithium). Run in CCOCC (ether), C1CCOC1 (THF), C1CCOC1 (THF). Run at temperature -78 celsius, time 15 minute. Yields the product C(#N)C(C(=O)N(CC1=C(C(=CC=C1)C)C)C1CC1)C(CC1=NC=CC=C1)C1=CC=C(C=C1)OCCOC1=C(C=C(C=C1Cl)C)Cl (2-Cyano-N-cyclopropyl-3-{4-[2-(2,6-dichloro-4-methylphenoxy)ethoxy]phenyl}-N-(2,3-dimethylbenzyl)-4-pyridin-2-ylbutanamide). RXN SMILES: Br[C:2]1[CH:7]=[CH:6][CH:5]=[CH:4][N:3]=1.[CH2:8]([Li])CCC.C(SCCCC)CCC.[C:22](/[C:24](=[CH:40]\[C:41]1[CH:46]=[CH:45][C:44]([O:47][CH2:48][CH2:49][O:50][C:51]2[C:56]([Cl:57])=[CH:55][C:54]([CH3:58])=[CH:53][C:52]=2[Cl:59])=[CH:43][CH:42]=1)/[C:25]([N:27]([CH:37]1[CH2:39][CH2:38]1)[CH2:28][C:29]1[CH:34]=[CH:33][CH:32]=[C:31]([CH3:35])[C:30]=1[CH3:36])=[O:26])#[N:23]>C1COCC1.CCOCC>[C:22]([CH:24]([CH:40]([C:41]1[CH:46]=[CH:45][C:44]([O:47][CH2:48][CH2:49][O:50][C:51]2[C:52]([Cl:59])=[CH:53][C:54]([CH3:58])=[CH:55][C:56]=2[Cl:57])=[CH:43][CH:42]=1)[CH2:8][C:2]1[CH:7]=[CH:6][CH:5]=[CH:4][N:3]=1)[C:25]([N:27]([CH:37]1[CH2:38][CH2:39]1)[CH2:28][C:29]1[CH:34]=[CH:33][CH:32]=[C:31]([CH3:35])[C:30]=1[CH3:36])=[O:26])#[N:23]. Procedure details: To a THF solution (0.5 M) of 2-bromopyridine (2.8 eq.) was added, at −78° C., n-butyl lithium (1.6 M hexane solution, 2.8 eq.) dropwise over 15 min. The resulting yellow suspension was stirred at −78° C. for a further 15 min before an ether solution (0.5 M) of cuprous iodide (1.4 eq.) and dibutyl sulfide (2.8 eq.) was added over 15 min. The resulting reaction mixture was allowed to stir at −78° C. for 15 min and then at 0° C. for 15 min. Finally, to this was added dropwise at 0° C., a THF soluti...